From a dataset of the Open Reaction Database (ORD), a public repository of structured organic reaction records. describe an organic reaction: reactants, conditions, products, and yield Starting materials: ClC1=C(COC=2C=CC=C3C(=CC(=NC23)C)OCC2=NC=CC=C2)C(=CC=C1N(C)C(CNC(\C=C\C=1C=NC(=CC1)C(=O)OCC)=O)=O)Cl (8-[2,6-dichloro-3-[N-[(E)-3-(6-ethoxycarbonylpyridin-3-yl)acryloylglycyl]-N-methylamino]benzyloxy]-2-methyl-4-(2-pyridylmethoxy)quinoline), [OH-].[Na+] (sodium hydroxide). Run in C(C)O (ethanol). Run at temperature 50 celsius, time 6 hour. Yields the product C(=O)(O)C1=CC=C(C=N1)/C=C/C(=O)NCC(=O)N(C)C=1C(=C(COC=2C=CC=C3C(=CC(=NC23)C)OCC2=NC=CC=C2)C(=CC1)Cl)Cl (8-[3-[N-[(E)-3-(6-carboxypyridin-3-yl)acryloylglycyl]-N-methylamino]-2,6-dichlorobenzyloxy]-2-methyl-4-(2-pyridylmethoxy)quinoline). Yield: 97.1%. As a reaction SMILES: [Cl:1][C:2]1[C:28]([N:29]([C:31](=[O:49])[CH2:32][NH:33][C:34](=[O:48])/[CH:35]=[CH:36]/[C:37]2[CH:38]=[N:39][C:40]([C:43]([O:45]CC)=[O:44])=[CH:41][CH:42]=2)[CH3:30])=[CH:27][CH:26]=[C:25]([Cl:50])[C:3]=1[CH2:4][O:5][C:6]1[CH:7]=[CH:8][CH:9]=[C:10]2[C:15]=1[N:14]=[C:13]([CH3:16])[CH:12]=[C:11]2[O:17][CH2:18][C:19]1[CH:24]=[CH:23][CH:22]=[CH:21][N:20]=1.[OH-].[Na+]>C(O)C>[C:43]([C:40]1[N:39]=[CH:38][C:37](/[CH:36]=[CH:35]/[C:34]([NH:33][CH2:32][C:31]([N:29]([C:28]2[C:2]([Cl:1])=[C:3]([C:25]([Cl:50])=[CH:26][CH:27]=2)[CH2:4][O:5][C:6]2[CH:7]=[CH:8][CH:9]=[C:10]3[C:15]=2[N:14]=[C:13]([CH3:16])[CH:12]=[C:11]3[O:17][CH2:18][C:19]2[CH:24]=[CH:23][CH:22]=[CH:21][N:20]=2)[CH3:30])=[O:49])=[O:48])=[CH:42][CH:41]=1)([OH:45])=[O:44] |f:1.2|. Procedure details: To a solution of 8-[2,6-dichloro-3-[N-[(E)-3-(6-ethoxycarbonylpyridin-3-yl)acryloylglycyl]-N-methylamino]benzyloxy]-2-methyl-4-(2-pyridylmethoxy)quinoline (30 mg) in ethanol (0.5 ml) was added 1N aqueous sodium hydroxide solution (0.1 ml) at ambient temperature, and the mixture was stirred at 50° C. for 6 hours. The reaction mixture was evaporated in vacuo, and the residue was dissolved in water. The aqueous layer was washed with diethyl ether and adjusted to pH 5 with 1N hydrochloric acid. The ... Reactants: CC(NC(=O)OC(C)(C)C)C(=O)NC(C)C(=O)OCc1ccccc1, Cl, C1COCCO1. Product: CC(N)C(=O)NC(C)C(=O)OCc1ccccc1, Cl. RXN SMILES: [CH2:1]([c:2]1[cH:3][cH:4][cH:5][cH:6][cH:7]1)[O:8][C:9]([CH:10]([NH:11][C:12]([CH:13]([NH:14][C:15]([O:16][C:17]([CH3:18])([CH3:19])[CH3:20])=[O:21])[CH3:22])=[O:23])[CH3:24])=[O:25].[ClH:26].[O:27]1[CH2:28][CH2:29][O:30][CH2:31][CH2:32]1>>[CH2:1]([c:2]1[cH:3][cH:4][cH:5][cH:6][cH:7]1)[O:8][C:9]([CH:10]([NH:11][C:12]([CH:13]([NH2:14])[CH3:22])=[O:23])[CH3:24])=[O:25].[ClH:26]. The reactants are C1(=CC=CC=C1)C(CC(=O)O)(CCC(CCCCC(CCC(CC(=O)O)(C1=CC=CC=C1)C1=CC=CC=C1)=O)=O)C1=CC=CC=C1 (3,3,14,14-tetraphenyl-6,11-diketohexadecane-1,16-dioic acid), O.NN (hydrazine hydrate), [OH-].[K+] (KOH). Solvent: O (water), C(COCCOCCO)O (triethyleneglycol), O (water). Reaction conditions: temperature 120 celsius. Yields the product C1(=CC=CC=C1)C(CC(=O)O)(CCCCCCCCCCC(CC(=O)O)(C1=CC=CC=C1)C1=CC=CC=C1)C1=CC=CC=C1 (3,3,14,14-tetraphenylhexadecane-1,16-dioic acid). The yield is 58.0%. As a reaction SMILES: [C:1]1([C:7]([C:41]2[CH:46]=[CH:45][CH:44]=[CH:43][CH:42]=2)([CH2:12][CH2:13][C:14](=O)[CH2:15][CH2:16][CH2:17][CH2:18][C:19](=O)[CH2:20][CH2:21][C:22]([C:33]2[CH:38]=[CH:37][CH:36]=[CH:35][CH:34]=2)([C:27]2[CH:32]=[CH:31][CH:30]=[CH:29][CH:28]=2)[CH2:23][C:24]([OH:26])=[O:25])[CH2:8][C:9]([OH:11])=[O:10])[CH:6]=[CH:5][CH:4]=[CH:3][CH:2]=1.O.NN.[OH-].[K+]>C(O)COCCOCCO.O>[C:1]1([C:7]([C:41]2[CH:46]=[CH:45][CH:44]=[CH:43][CH:42]=2)([CH2:12][CH2:13][CH2:14][CH2:15][CH2:16][CH2:17][CH2:18][CH2:19][CH2:20][CH2:21][C:22]([C:33]2[CH:34]=[CH:35][CH:36]=[CH:37][CH:38]=2)([C:27]2[CH:28]=[CH:29][CH:30]=[CH:31][CH:32]=2)[CH2:23][C:24]([OH:26])=[O:25])[CH2:8][C:9]([OH:11])=[O:10])[CH:2]=[CH:3][CH:4]=[CH:5][CH:6]=1 |f:1.2,3.4|. Procedure details: 0.27 g of 3,3,14,14-tetraphenyl-6,11-diketohexadecane-1,16-dioic acid prepared as described in Example 23 and 0.23 ml of 85% hydrazine hydrate were added to a solution of 0.4 g KOH in 10 ml of triethyleneglycol. The mixture was heated at 120° C. for 24 h, then heated to 195° C. with the evaporation of water followed by reflux for 7 h. The mixture was cooled, diluted with water, extracted with ether, acidified and extracted into ether. The ether extract was washed with water, dried over anhydrous... The reactants are CCOC(C)=O, CN(C)CCN, CCCCCC, Cc1c(C)c2c(c(C)c1NC(=O)OCC(Cl)(Cl)Cl)C(c1ccc(C(C)C)cc1)CO2. Product: Cc1c(C)c2c(c(C)c1NC(=O)NCCN(C)C)C(c1ccc(C(C)C)cc1)CO2. As a reaction SMILES: [C:37]([O:38][CH2:39][CH3:40])(=[O:41])[CH3:42].[CH3:31][N:32]([CH2:33][CH2:34][NH2:35])[CH3:36].[CH3:43][CH2:44][CH2:45][CH2:46][CH2:47][CH3:48].[CH:1]([CH3:2])([CH3:3])[c:4]1[cH:5][cH:6][c:7]([CH:10]2[CH2:11][O:12][c:13]3[c:14]2[c:15]([CH3:30])[c:16]([NH:21][C:22]([O:23][CH2:24][C:25]([Cl:26])([Cl:27])[Cl:28])=[O:29])[c:17]([CH3:20])[c:18]3[CH3:19])[cH:8][cH:9]1>>[CH:1]([CH3:2])([CH3:3])[c:4]1[cH:5][cH:6][c:7]([CH:10]2[CH2:11][O:12][c:13]3[c:14]2[c:15]([CH3:30])[c:16]([NH:21][C:22](=[O:29])[NH:35][CH2:34][CH2:33][N:32]([CH3:31])[CH3:36])[c:17]([CH3:20])[c:18]3[CH3:19])[cH:8][cH:9]1. Reactants: FC1=C(C=C(C=C1)F)C(C=1C(=CC(=NC1)C(=O)N)C)S(=O)(=O)C1=CC=C(C=C1)F (5-[(2,5-Difluorophenyl)[(4-fluorophenyl)sulfonyl]methyl]-4-methylpyridine-2-carboxamide), [H-].[Na+] (sodium hydride), O (Water), C(C)(=O)OC(C)=O (acetic anhydride). The solvent is CN(C=O)C (N,N-dimethylformamide). Conditions: time 1 hour. The product is C(C)(=O)NC(=O)C1=NC=C(C(=C1)C)C(S(=O)(=O)C1=CC=C(C=C1)F)C1=C(C=CC(=C1)F)F (N-acetyl-5-[(2,5-difluorophenyl)[(4-fluorophenyl)sulfonyl]methyl]-4-methylpyridine-2-carboxamide). Isolated yield 48.0%. Reaction SMILES: [F:1][C:2]1[CH:7]=[CH:6][C:5]([F:8])=[CH:4][C:3]=1[CH:9]([S:20]([C:23]1[CH:28]=[CH:27][C:26]([F:29])=[CH:25][CH:24]=1)(=[O:22])=[O:21])[C:10]1[C:11]([CH3:19])=[CH:12][C:13]([C:16]([NH2:18])=[O:17])=[N:14][CH:15]=1.[H-].[Na+].[C:32](OC(=O)C)(=[O:34])[CH3:33].O>CN(C)C=O>[C:32]([NH:18][C:16]([C:13]1[CH:12]=[C:11]([CH3:19])[C:10]([CH:9]([C:3]2[CH:4]=[C:5]([F:8])[CH:6]=[CH:7][C:2]=2[F:1])[S:20]([C:23]2[CH:28]=[CH:27][C:26]([F:29])=[CH:25][CH:24]=2)(=[O:22])=[O:21])=[CH:15][N:14]=1)=[O:17])(=[O:34])[CH3:33] |f:1.2|. Reported procedure: To a solution of 5-[(2,5-difluorophenyl)[(4-fluorophenyl)sulfonyl]methyl]-4-methylpyridine-2-carboxamide (150 mg, 0.36 mmol) obtained in Example 15 in N,N-dimethylformamide (7 ml), sodium hydride (60%, 34 mg, 0.79 mmol) was added at 0° C., and the mixture was stirred for 1 hour at room temperature. Subsequently, acetic anhydride (40 μl) was added to the reaction solution at 0° C., and the mixture was stirred for 1 hour at room temperature. Water was added to the reaction mixture, and the mixture... Starting materials: BrC1=C(C(NC(N1C)=O)=O)C (6-bromo-1,5-dimethylpyrimidine-2,4(1H,3H)-dione), C[Si](CCOCCl)(C)C (2-(trimethylsilyl)ethoxymethyl chloride), N12CCCCCC2=NCCC1 (1,8-diazabicyclo[5.4.0]undec-7-ene), C[Si](CCOCCl)(C)C (2-(trimethylsilyl)ethoxymethyl chloride), N12CCCCCC2=NCCC1 (1,8-diazabicyclo[5.4.0]undec-7-ene). Solvent: C(C)#N (acetonitrile). Conditions: temperature 60 celsius, time 18 hour. Product: BrC1=C(C(N(C(N1C)=O)COCC[Si](C)(C)C)=O)C (6-bromo-1,5-dimethyl-3-{[2-(trimethylsilyl)ethoxy]methyl}pyrimidine-2,4(1H,3H)-dione). As a reaction SMILES: [Br:1][C:2]1[N:7]([CH3:8])[C:6](=[O:9])[NH:5][C:4](=[O:10])[C:3]=1[CH3:11].[CH3:12][Si:13]([CH3:20])([CH3:19])[CH2:14][CH2:15][O:16][CH2:17]Cl.N12CCCN=C1CCCCC2>C(#N)C>[Br:1][C:2]1[N:7]([CH3:8])[C:6](=[O:9])[N:5]([CH2:17][O:16][CH2:15][CH2:14][Si:13]([CH3:20])([CH3:19])[CH3:12])[C:4](=[O:10])[C:3]=1[CH3:11]. Procedure: To a mixture of C2 (21.9 g, 99.8 mmol) and 2-(trimethylsilyl)ethoxymethyl chloride (20 g, 120 mmol) in acetonitrile (400 mL) was added 1,8-diazabicyclo[5.4.0]undec-7-ene (DBU, 18.3 g, 120 mmol), and the reaction mixture was stirred at 60° C. for 18 hours. Additional 2-(trimethylsilyl)ethoxymethyl chloride (5 g, 30 mmol) and 1,8-diazabicyclo[5.4.0]undec-7-ene (4.6 g, 30 mmol) were added, and stirring was continued at 60° C. for 18 hours. After the mixture had been concentrated in vacuo, the resid... Starting materials: Cn1nc(-c2ccccc2)cc1C(=O)Nc1ccc(C2CN(C(=O)OC(C)(C)C)CCO2)cc1F, CC#N, [Na+], [OH-], O, O=C(O)C(F)(F)F. The product is Cn1nc(-c2ccccc2)cc1C(=O)Nc1ccc(C2CNCCO2)cc1F. RXN SMILES: [C:8]([O:9][C:10](=[O:11])[N:15]1[CH2:16][CH:17]([c:21]2[cH:22][c:23]([F:42])[c:24]([NH:27][C:28](=[O:29])[c:30]3[n:31]([CH3:41])[n:32][c:33](-[c:35]4[cH:36][cH:37][cH:38][cH:39][cH:40]4)[cH:34]3)[cH:25][cH:26]2)[O:18][CH2:19][CH2:20]1)([CH3:12])([CH3:13])[CH3:14].[CH3:46][C:47]#[N:48].[Na+:44].[OH-:43].[OH2:45].[OH:1][C:2]([C:3]([F:4])([F:5])[F:6])=[O:7]>>[NH:15]1[CH2:16][CH:17]([c:21]2[cH:22][c:23]([F:42])[c:24]([NH:27][C:28](=[O:29])[c:30]3[n:31]([CH3:41])[n:32][c:33](-[c:35]4[cH:36][cH:37][cH:38][cH:39][cH:40]4)[cH:34]3)[cH:25][cH:26]2)[O:18][CH2:19][CH2:20]1.